Dataset: the Open Reaction Database (ORD), a public repository of structured organic reaction records. Task: describe an organic reaction: reactants, conditions, products, and yield The reactants are N1C=NC=C1 (imidazole), [Si](C)(C)(C(C)(C)C)Cl (t-butyldimethylsilyl chloride), OC=1C(=C(C2=C(SCO2)C1C)C)C (5-Hydroxy-4,6,7-trimethyl-1,3-benzoxathiole). Run in CN(C=O)C (dimethylformamide). Reaction conditions: temperature 50 celsius, time 7 hour. The product is [Si](C)(C)(C(C)(C)C)OC=1C(=C(C2=C(SCO2)C1C)C)C (5-t-Butyldimethylsilyloxy-4,6,7-trimethyl-1,3-benzoxathiole). Yield: 94.8%. RXN SMILES: [OH:1][C:2]1[C:3]([CH3:13])=[C:4]([CH3:12])[C:5]2[O:9][CH2:8][S:7][C:6]=2[C:10]=1[CH3:11].N1C=CN=C1.[Si:19](Cl)([C:22]([CH3:25])([CH3:24])[CH3:23])([CH3:21])[CH3:20]>CN(C)C=O>[Si:19]([O:1][C:2]1[C:3]([CH3:13])=[C:4]([CH3:12])[C:5]2[O:9][CH2:8][S:7][C:6]=2[C:10]=1[CH3:11])([C:22]([CH3:25])([CH3:24])[CH3:23])([CH3:21])[CH3:20]. Reported procedure: 0.84 g of 5-hydroxy-4,6,7-trimethyl-1,3-benzoxathiole (prepared as described in Example 64) was dissolved in 5 ml of dimethylformamide, and then 0.58 g of imidazole and 1.29 g of t-butyldimethylsilyl chloride were added to the resulting solution. The mixture was then stirred for 7 hours at 50° C., after which it was allowed to stand overnight at room temperature. The solvent was then distilled off under reduced pressure, and the residue was extracted with benzene. The extract was washed with a s...